This data is from the Open Reaction Database (ORD), a public repository of structured organic reaction records. The task is: describe an organic reaction: reactants, conditions, products, and yield Reactants: OC1=CC=C(C=C1)C(C)=O (4′-hydroxyacetophenone), BrCCC(=O)Cl (3-bromopropionyl chloride), C([O-])([O-])=O.[K+].[K+] (potassium carbonate). Run in CC(=O)C (acetone). The product is ClCCCOC1=CC=C(C=C1)C(C)=O (4′-(3-chloropropoxy)acetophenone). As a reaction SMILES: [OH:1][C:2]1[CH:7]=[CH:6][C:5]([C:8](=[O:10])[CH3:9])=[CH:4][CH:3]=1.Br[CH2:12][CH2:13][C:14]([Cl:16])=O.C(=O)([O-])[O-].[K+].[K+]>CC(C)=O>[Cl:16][CH2:14][CH2:13][CH2:12][O:1][C:2]1[CH:7]=[CH:6][C:5]([C:8](=[O:10])[CH3:9])=[CH:4][CH:3]=1 |f:2.3.4|. Procedure details: A solution of 4′-hydroxyacetophenone (20 mmol, 2.72 g), 3-bromopropionyl chloride (21 mmol, 2.07 mL) and potassium carbonate (4.14 g, 30.0 mmol) in acetone (50 mL) was heated at reflux for overnight. The salt was filtered off. The solvent was evaporated. After drying in vacuo, the title compound (4.24 g) was collected. Reactants: Cl (hydrochloric acid), NC1=C(C(=O)C2=CC=CC=C2)C=CC=C1 (2-aminobenzophenone), N(=O)[O-].[Na+] (NaNO2), CC1=C(C(=CC=C1)C)O (2,6-dimethylphenol), [OH-].[Na+] (sodium hydroxide). The solvent is ice, ice. Yields the product CC=1C=C(C=C(C1O)C)N=NC1=C(C(=O)C2=CC=CC=C2)C=CC=C1 (2-(3,5-Dimethyl-4-hydroxyphenylazo)benzophenone). RXN SMILES: Cl.[NH2:2][C:3]1[CH:16]=[CH:15][CH:14]=[CH:13][C:4]=1[C:5]([C:7]1[CH:12]=[CH:11][CH:10]=[CH:9][CH:8]=1)=[O:6].[N:17]([O-])=O.[Na+].[CH3:21][C:22]1[CH:27]=[CH:26][CH:25]=[C:24]([CH3:28])[C:23]=1[OH:29].[OH-].[Na+]>>[CH3:21][C:22]1[CH:27]=[C:26]([N:17]=[N:2][C:3]2[CH:16]=[CH:15][CH:14]=[CH:13][C:4]=2[C:5]([C:7]2[CH:12]=[CH:11][CH:10]=[CH:9][CH:8]=2)=[O:6])[CH:25]=[C:24]([CH3:28])[C:23]=1[OH:29] |f:2.3,5.6|. Procedure: A slurry of ice (500 mL), hydrochloric acid (16.8 mL, 202 mmol, conc.), 2-aminobenzophenone (20.00 g, 101 mmol) and NaNO2 (9.0 g, 131 mmol) were added to a stirred solution of 2,6-dimethylphenol (18.40 g, 151 mmol) and sodium hydroxide (16.20 g, 404 mmol) in ice-cold water (100 mL). After 20 minutes the mixture was extracted with diethyl ether. The organic phase was washed with hydrochloric acid (6 M), NaHCO3(aq), dried (MgSO4) and the solvent evaporated. The crude residue was chromatographed on... The reactants are BrC=1C=2C3=C(C(NC2C(=CC1OC)C)=O)SC=C3 (9-bromo-8-methoxy-6-methylthieno[2,3-c]quinolin-4(5H)-one), FC1=C(C=CC(=C1)B1OC(C(O1)(C)C)(C)C)C(CNC(OC(C)(C)C)=O)C (ter-butyl 2-(2-fluoro-4-(4,4,5,5-tetramethyl-1,3,2-dioxaborolan-2-yl)phenyl)propylcarbamate). Yields the product FC1=C(C=CC(=C1)C=1C=2C3=C(C(NC2C(=CC1OC)C)=O)SC=C3)C(CNC(OC(C)(C)C)=O)C (tert-Butyl 2-(2-fluoro-4-(8-methoxy-6-methyl-4-oxo-4,5-dihydrothieno[2,3-c]quinolin-9-yl)phenyl)propylcarbamate). The yield is 27.0%. As a reaction SMILES: Br[C:2]1[C:3]2[C:4]3[CH:18]=[CH:17][S:16][C:5]=3[C:6](=[O:15])[NH:7][C:8]=2[C:9]([CH3:14])=[CH:10][C:11]=1[O:12][CH3:13].[F:19][C:20]1[CH:25]=[C:24](B2OC(C)(C)C(C)(C)O2)[CH:23]=[CH:22][C:21]=1[CH:35]([CH3:45])[CH2:36][NH:37][C:38](=[O:44])[O:39][C:40]([CH3:43])([CH3:42])[CH3:41]>>[F:19][C:20]1[CH:25]=[C:24]([C:2]2[C:3]3[C:4]4[CH:18]=[CH:17][S:16][C:5]=4[C:6](=[O:15])[NH:7][C:8]=3[C:9]([CH3:14])=[CH:10][C:11]=2[O:12][CH3:13])[CH:23]=[CH:22][C:21]=1[CH:35]([CH3:45])[CH2:36][NH:37][C:38](=[O:44])[O:39][C:40]([CH3:42])([CH3:41])[CH3:43]. Procedure details: Following General Procedure B, 9-bromo-8-methoxy-6-methylthieno[2,3-c]quinolin-4(5H)-one) (900 mg, 2.8 mmol) was reacted with ter-butyl 2-(2-fluoro-4-(4,4,5,5-tetramethyl-1,3,2-dioxaborolan-2-yl)phenyl)propylcarbamate (1.3 g, 3.3 mmol) to afford the desired product (200 mg, 27%) as a yellow solid: ESI MS m/z 497 [C27H29FN2O4S+H]+. Reactants: CN(C1=CC=CC=C1)C (N,N-dimethylaniline), C(C=C)OC1=C2C(C(NC2=CC=C1)=O)(C)C (4-allyloxy-2,3-dihydro-3,3-dimethyl-1H-indol-2-one), CN(C1=CC=CC=C1)C (N,N-dimethylaniline). Run at temperature 205 celsius. The product is brown oil, C(C=C)C=1C(=C2C(C(NC2=CC1)=O)(C)C)O (5-Allyl-2,3-dihydro-4-hydroxy-3,3-dimethyl-1H-indol-2-one). Yield: 97.4%. As a reaction SMILES: C([O:4][C:5]1[CH:13]=[CH:12][CH:11]=[C:10]2[C:6]=1[C:7]([CH3:16])([CH3:15])[C:8](=[O:14])[NH:9]2)C=C.CN(C)[C:19]1[CH:24]=CC=C[CH:20]=1>>[CH2:24]([C:13]1[C:5]([OH:4])=[C:6]2[C:10](=[CH:11][CH:12]=1)[NH:9][C:8](=[O:14])[C:7]2([CH3:15])[CH3:16])[CH:19]=[CH2:20]. Procedure: 914 mg (4.21 mmol) of 4-allyloxy-2,3-dihydro-3,3-dimethyl-1H-indol-2-one was added to 4 ml of N,N-dimethylaniline, and the mixture was heated for 30 hours at 205° C. while stirring. After the reaction, N,N-dimethylaniline was evaporated under reduced pressure. The residue was dissolved in chloroform, washed with water, 2N hydrochloric acid, and saturated brine, dried over anhydrous sodium sulfate, and concentrated under reduced pressure. The residue obtained was purified by column chromatography...